Dataset: the Open Reaction Database (ORD), a public repository of structured organic reaction records. Task: describe an organic reaction: reactants, conditions, products, and yield Starting materials: C(C1=CC=CC=C1)N1N=CC2=C(C1=O)C(=C(N2COCC[Si](C)(C)C)C2=CC(=C(C=C2)OC(F)F)OCC2CC2)I (5-benzyl-2-(3-cyclopropylmethoxy-4-difluoromethoxyphenyl)-3-iodo-1-(2-trimethylsilylethoxymethyl)-1,5-dihydropyrrolo[2,3-d]pyridazin-4-one), C1(CCCCC1)P(C1=C(C=CC=C1)C1=C(C=CC=C1OC)OC)C1CCCCC1 (2-dicyclohexylphosphino-2′,6′-dimethoxybiphenyl), BrC1=CC2=C(C=NNC2=O)N1COCC[Si](C)(C)C (2-bromo-1-(2-trimethylsilylethoxymethyl)-1,5-dihydropyrrolo[2,3-d]pyridazin-4-one), C1(=CC=CC=C1)B(O)O (phenylboronic acid). Reagents/catalysts: C(C)(=O)[O-].[Pd+2].C(C)(=O)[O-] (palladium acetate). The solvent is O1CCCC1 (tetrahydrofuran). Yields the product C(C1=CC=CC=C1)N1N=CC2=C(C1=O)C(=C(N2COCC[Si](C)(C)C)C2=CC(=C(C=C2)OC(F)F)OCC2CC2)C2=CC=CC=C2 (5-Benzyl-2-(3-cyclopropylmethoxy-4-difluoromethoxyphenyl)-3-phenyl-1-(2-trimethylsilylethoxymethyl)-1,5-dihydropyrrolo[2,3-d]pyridazin-4-one). Isolated yield 92.9%. Reaction SMILES: [CH2:1]([N:8]1[C:13](=[O:14])[C:12]2[C:15](I)=[C:16]([C:26]3[CH:31]=[CH:30][C:29]([O:32][CH:33]([F:35])[F:34])=[C:28]([O:36][CH2:37][CH:38]4[CH2:40][CH2:39]4)[CH:27]=3)[N:17]([CH2:18][O:19][CH2:20][CH2:21][Si:22]([CH3:25])([CH3:24])[CH3:23])[C:11]=2[CH:10]=[N:9]1)[C:2]1[CH:7]=[CH:6][CH:5]=[CH:4][CH:3]=1.BrC1N(COCC[Si](C)(C)C)C2C=NNC(=O)C=2C=1.[C:61]1(B(O)O)[CH:66]=[CH:65][CH:64]=[CH:63][CH:62]=1.C1(P(C2CCCCC2)C2C=CC=CC=2C2C(OC)=CC=CC=2OC)CCCCC1>C([O-])(=O)C.[Pd+2].C([O-])(=O)C.O1CCCC1>[CH2:1]([N:8]1[C:13](=[O:14])[C:12]2[C:15]([C:61]3[CH:66]=[CH:65][CH:64]=[CH:63][CH:62]=3)=[C:16]([C:26]3[CH:31]=[CH:30][C:29]([O:32][CH:33]([F:35])[F:34])=[C:28]([O:36][CH2:37][CH:38]4[CH2:40][CH2:39]4)[CH:27]=3)[N:17]([CH2:18][O:19][CH2:20][CH2:21][Si:22]([CH3:25])([CH3:24])[CH3:23])[C:11]=2[CH:10]=[N:9]1)[C:2]1[CH:7]=[CH:6][CH:5]=[CH:4][CH:3]=1 |f:4.5.6|. Procedure details: Reaction and post treatment were carried out in the same manner as in Example 1-(a) except for using 383 mg (0.552 mmol) of 5-benzyl-2-(3-cyclopropylmethoxy-4-difluoromethoxyphenyl)-3-iodo-1-(2-trimethylsilylethoxymethyl)-1,5-dihydropyrrolo[2,3-d]pyridazin-4-one obtained in Example 38-(c) in place of 2-bromo-1-(2-trimethylsilylethoxymethyl)-1,5-dihydropyrrolo[2,3-d]pyridazin-4-one, using 84 mg (0.69 mmol) of phenylboronic acid in place of 2-(3-cyclopropoxy-4-difluoromethoxyphenyl)-4,4,5,5-tetram...